This data is from the Open Reaction Database (ORD), a public repository of structured organic reaction records. The task is: describe an organic reaction: reactants, conditions, products, and yield Reactants: BrC1=C(N=C(S1)C)C (5-bromo-2,4-dimethyl-1,3thiazole), C1(=CC=C(C=C1)CCN)C (2-(p-tolyl)ethylamine), C([O-])([O-])=O.[K+].[K+] (potassium carbonate). Solvent: CS(=O)C (DMSO), C(C)(=O)OCC (ethyl acetate). Run at temperature 160 celsius, time 2 day. The product is CC=1SC(=C(N1)C)NCCC1=CC=C(C=C1)C ((2,4-Dimethyl-thiazol-5-yl)-(2-p-tolyl-ethyl)-amine). Yield: 13.2%. Reaction SMILES: Br[C:2]1[S:6][C:5]([CH3:7])=[N:4][C:3]=1[CH3:8].[C:9]1([CH3:18])[CH:14]=[CH:13][C:12]([CH2:15][CH2:16][NH2:17])=[CH:11][CH:10]=1.C(=O)([O-])[O-].[K+].[K+]>CS(C)=O.C(OCC)(=O)C>[CH3:7][C:5]1[S:6][C:2]([NH:17][CH2:16][CH2:15][C:12]2[CH:13]=[CH:14][C:9]([CH3:18])=[CH:10][CH:11]=2)=[C:3]([CH3:8])[N:4]=1 |f:2.3.4|. Procedure: To a solution of 5-bromo-2,4-dimethyl-1,3thiazole (1.00 g, 5.21 mmol) in DMSO (5 mL) was added 2-(p-tolyl)ethylamine (1.06 g, 7.81 mmol) and potassium carbonate (1.1 g, 7.9 mmol). The reaction mixture was stirred for 6 d at ambient temperature and for 2 d at 160° C. under a nitrogen atmosphere. After cooling to ambient temperature it was diluted with ethyl acetate (20 mL) and washed with aqueous sodium carbonate (saturated, 20 mL) and water (20 mL). Drying over sodium sulfate, concentration and ... Starting materials: Oc1cncc(Cl)c1, O=[N+]([O-])c1ccc(F)cc1. The product is O=[N+]([O-])c1ccc(Oc2cncc(Cl)c2)cc1. Reaction SMILES: [Cl:11][c:12]1[cH:13][n:14][cH:15][c:16]([OH:18])[cH:17]1.[F:1][c:2]1[cH:3][cH:4][c:5]([N+:8](=[O:9])[O-:10])[cH:6][cH:7]1>>[c:2]1([O:18][c:16]2[cH:15][n:14][cH:13][c:12]([Cl:11])[cH:17]2)[cH:3][cH:4][c:5]([N+:8](=[O:9])[O-:10])[cH:6][cH:7]1.